This data is from the Open Reaction Database (ORD), a public repository of structured organic reaction records. The task is: describe an organic reaction: reactants, conditions, products, and yield Starting materials: SC1=NC=CC=C1 (2-mercaptopyridine), COC1=CC=C(C=C1)C1=CC=C(C=C1)S(=O)(=O)NC(C(=O)OC)CC1CO1 (methyl 2-[(4′-methoxy[1,1′-biphenyl]-4-yl)sulfonyl]amino-4,5-epoxypentanoate), compound 20. The product is COC1=CC=C(C=C1)C1=CC=C(C=C1)S(=O)(=O)NC(C(=O)O)CC(CSC1=NC=CC=C1)O (2-[(4′-Methoxy[1,1′-biphenyl]-4-yl)sulfonyl]amino-4-hydroxy-5-[pyridin-2ylthio]-pentanoic acid). Reaction SMILES: [SH:1][C:2]1[CH:7]=[CH:6][CH:5]=[CH:4][N:3]=1.[CH3:8][O:9][C:10]1[CH:15]=[CH:14][C:13]([C:16]2[CH:21]=[CH:20][C:19]([S:22]([NH:25][CH:26]([CH2:31][CH:32]3[O:34][CH2:33]3)[C:27]([O:29]C)=[O:28])(=[O:24])=[O:23])=[CH:18][CH:17]=2)=[CH:12][CH:11]=1>>[CH3:8][O:9][C:10]1[CH:11]=[CH:12][C:13]([C:16]2[CH:17]=[CH:18][C:19]([S:22]([NH:25][CH:26]([CH2:31][CH:32]([OH:34])[CH2:33][S:1][C:2]3[CH:7]=[CH:6][CH:5]=[CH:4][N:3]=3)[C:27]([OH:29])=[O:28])(=[O:23])=[O:24])=[CH:20][CH:21]=2)=[CH:14][CH:15]=1. Procedure details: Example 47 is prepared from 2-mercaptopyridine and 1d using the procedure described for compound 20. The reactants are Cl, CC(N)C(O)c1ccc(Cl)cc1, O=C(O)c1ccc(Cl)cc1NS(=O)(=O)c1cccc2nsnc12. Yields the product CC(NC(=O)c1ccc(Cl)cc1NS(=O)(=O)c1cccc2nsnc12)C(O)c1ccc(Cl)cc1. RXN SMILES: [ClH:24].[NH2:25][CH:26]([CH:27]([OH:28])[c:29]1[cH:30][cH:31][c:32]([Cl:35])[cH:33][cH:34]1)[CH3:36].[n:1]1[c:2]2[c:3]([n:4][s:5]1)[c:6]([S:10](=[O:11])(=[O:12])[NH:13][c:14]1[c:15]([C:16](=[O:17])[OH:18])[cH:19][cH:20][c:21]([Cl:23])[cH:22]1)[cH:7][cH:8][cH:9]2>>[n:1]1[c:2]2[c:3]([n:4][s:5]1)[c:6]([S:10](=[O:11])(=[O:12])[NH:13][c:14]1[c:15]([C:16](=[O:18])[NH:25][CH:26]([CH:27]([OH:28])[c:29]3[cH:30][cH:31][c:32]([Cl:35])[cH:33][cH:34]3)[CH3:36])[cH:19][cH:20][c:21]([Cl:23])[cH:22]1)[cH:7][cH:8][cH:9]2. The reactants are FC1=C(C=C(C(=C1)Cl)O)NN (2-fluoro-4-chloro-5-hydroxyphenylhydrazine), C(C)OC(=O)C1C(CCCC1)=O (2-ethoxycarbonylcyclohexanone). The solvent is C(C)(=O)O (acetic acid). The product is ClC1=CC(=C(C=C1O)N1N=C2CCCCC2C1=O)F (2-(4-chloro-2-fluoro-5-hydroxyphenyl)-2,3a,4,5,6,7-hexahydroindazol-3-one). The yield is 85.9%. RXN SMILES: [F:1][C:2]1[CH:7]=[C:6]([Cl:8])[C:5]([OH:9])=[CH:4][C:3]=1[NH:10][NH2:11].C([O:14][C:15]([CH:17]1[CH2:22][CH2:21][CH2:20][CH2:19][C:18]1=O)=O)C>C(O)(=O)C>[Cl:8][C:6]1[C:5]([OH:9])=[CH:4][C:3]([N:10]2[C:15](=[O:14])[CH:17]3[C:18]([CH2:19][CH2:20][CH2:21][CH2:22]3)=[N:11]2)=[C:2]([F:1])[CH:7]=1. Procedure details: A solution of 2-fluoro-4-chloro-5-hydroxyphenylhydrazine (8 g) and 2-ethoxycarbonylcyclohexanone (8 g) in acetic acid (30 ml) was heated under reflux for 4 hours. After cooling, the precipitated crystals were collected by filtration and washed with ether to give 11 g of 2-(4-chloro-2-fluoro-5-hydroxyphenyl)-2,3a,4,5,6,7-hexahydroindazol-3-one. m.p., 273°-275° C. (decomp.). Starting materials: CC(C)=O, CC(O)C=C[Si](C)(C)C, O=[Cr](=O)(O)O, O, O=S(=O)(O)O. The product is CC(=O)C=C[Si](C)(C)C. Reaction SMILES: [CH3:10][C:11](=[O:12])[CH3:13].[CH3:1][Si:2]([CH:3]=[CH:4][CH:5]([CH3:6])[OH:7])([CH3:8])[CH3:9].[Cr:14]([OH:15])([OH:16])(=[O:17])=[O:18].[OH2:24].[S:19](=[O:20])(=[O:21])([OH:22])[OH:23]>>[CH3:1][Si:2]([CH:3]=[CH:4][C:5]([CH3:6])=[O:7])([CH3:8])[CH3:9]. The reactants are CC1=NC=CC=N1 (2-methylpyrimidine), CCCCCC (hexane), C(C)(C)[N-]C(C)C.[Li+] (lithium diisopropylamide), FC1=C(C(=O)OC)C=CC(=C1)F (methyl 2,4-difluorobenzoate). Solvent: O1CCCC1 (tetrahydrofuran). Product: FC1=C(C=CC(=C1)F)C(CC1=NC=CC=N1)=O (1-(2,4-Difluorophenyl)-2-(pyrimidin-2-yl)ethanone). Isolated yield 17.3%. Reaction SMILES: [CH3:1][C:2]1[N:7]=[CH:6][CH:5]=[CH:4][N:3]=1.C([N-]C(C)C)(C)C.[Li+].[F:16][C:17]1[CH:26]=[C:25]([F:27])[CH:24]=[CH:23][C:18]=1[C:19](OC)=[O:20].CCCCCC>O1CCCC1>[F:16][C:17]1[CH:26]=[C:25]([F:27])[CH:24]=[CH:23][C:18]=1[C:19](=[O:20])[CH2:1][C:2]1[N:7]=[CH:6][CH:5]=[CH:4][N:3]=1 |f:1.2|. Procedure: Treatment of 2-methylpyrimidine (8.50 g) with lithium diisopropylamide (0.09 mole) in dry tetrahydrofuran followed by methyl 2,4-difluorobenzoate (15.5 g) according to the method of Example 11(i) gave the title compound (3.65 g), m.p. 86°-88° (from hexane). Reactants: S(=O)(=O)([O-])[O-].[NH4+].[NH4+] (ammonium sulfate), tert-butyl-5-(2,4,4-trimethyl-1,4-dihydro-2H-3,1-benzoxazim-6-yl)-1H-pyrrole-l-carboxylate, CN(C)C=O (DMF), BrC=1C=CC2=C(C(OC(N2)C)(C)C)C1 (6-bromo-2,4,4-trimethyl-1,4-dihydro-2H-3,1-benzoxazine), C(C)(C)(C)OC(=O)N1C(=CC=C1)B(O)O (1-t-butoxycarbonylpyrrol-2-yl boronic acid). Solvent: C(C)(=O)OCC (ethyl acetate), C1CCOC1 (THF). Reaction conditions: temperature -78 celsius, time 2 hour. Product: C(C)(C)(C)OC(=O)N1C=CC=C1C=1C=CC2=C(C(OC(N2)C)(C)C)C1 (tert-Butyl-5-(2,4,4-trimethyl-1,4-dihydro-2H-3,1-benzoxazin-6-yl)-1 H-pyrrole-1-carboxylate), C(#N)C=1N(C(=CC1)C=1C=CC2=C(C(OC(N2)C)(C)C)C1)C(=O)OC(C)(C)C (tert-Butyl 2-cyano-5-(2,4,4-trimethyl-1,4-dihydro-2H-3,1-benzoxazin-6-yl)-1H-pyrrole-1-carboxlate). Isolated yield 1.8%. As a reaction SMILES: Br[C:2]1[CH:3]=[CH:4][C:5]2[NH:10][CH:9]([CH3:11])[O:8][C:7]([CH3:13])([CH3:12])[C:6]=2[CH:14]=1.[C:15]([O:19][C:20]([N:22]1[CH:26]=[CH:25][CH:24]=[C:23]1B(O)O)=[O:21])([CH3:18])([CH3:17])[CH3:16].[CH3:30][N:31](C=O)C.S([O-])([O-])(=O)=O.[NH4+].[NH4+]>C1COCC1.C(OCC)(=O)C>[C:15]([O:19][C:20]([N:22]1[C:26]([C:2]2[CH:3]=[CH:4][C:5]3[NH:10][CH:9]([CH3:11])[O:8][C:7]([CH3:13])([CH3:12])[C:6]=3[CH:14]=2)=[CH:25][CH:24]=[CH:23]1)=[O:21])([CH3:18])([CH3:16])[CH3:17].[C:30]([C:23]1[N:22]([C:20]([O:19][C:15]([CH3:18])([CH3:17])[CH3:16])=[O:21])[C:26]([C:2]2[CH:3]=[CH:4][C:5]3[NH:10][CH:9]([CH3:11])[O:8][C:7]([CH3:13])([CH3:12])[C:6]=3[CH:14]=2)=[CH:25][CH:24]=1)#[N:31] |f:3.4.5|. Procedure: tert-Butyl-5-(2,4,4-trimethyl-1,4-dihydro-2H-3,1-benzoxazin-6-yl)-1 H-pyrrole-1-carboxylate was prepared according to the coupling procedure for Example 17 from 6-bromo-2,4,4-trimethyl-1,4-dihydro-2H-3,1-benzoxazine and 1-t-butoxycarbonylpyrrol-2-yl boronic acid. To a solution of tert-butyl-5-(2,4,4-trimethyl-1,4-dihydro-2H-3,1-benzoxazim-6-yl)-1H-pyrrole-l-carboxylate (1 g, 2.9 mmol) in anhydrous THF (20 mL) was added at −78° C. under nitrogen chlorosulfonyl isocyanate (0.35 mL, 4.0 mmol). The ... Starting materials: CN(C)C=O, NC(=O)C=Cc1cc(O)cc2cc(-c3ccc(O)cc3)oc12, O=P(Cl)(Cl)Cl. Yields the product N#CC=Cc1cc(O)cc2cc(-c3ccc(O)cc3)oc12. RXN SMILES: [O:23]=[CH:24][N:25]([CH3:26])[CH3:27].[OH:1][c:2]1[cH:3][c:4]([CH:18]=[CH:19][C:20](=[O:21])[NH2:22])[c:5]2[c:6]([cH:7][c:8](-[c:10]3[cH:11][cH:12][c:13]([OH:16])[cH:14][cH:15]3)[o:9]2)[cH:17]1.[P:28]([Cl:29])([Cl:30])([Cl:31])=[O:32]>>[OH:1][c:2]1[cH:3][c:4]([CH:18]=[CH:19][C:20]#[N:22])[c:5]2[c:6]([cH:7][c:8](-[c:10]3[cH:11][cH:12][c:13]([OH:16])[cH:14][cH:15]3)[o:9]2)[cH:17]1. Reactants: FC1=CC=C(C(=O)Cl)C=C1 (4-fluorobenzoyl chloride), NC1=C(C#N)C=CC(=C1)[N+](=O)[O-] (2-amino-4-nitro-benzonitrile), N1=CC=CC=C1 (pyridine), FC1=CC=C(C(=O)Cl)C=C1 (4-fluorobenzoyl chloride). The solvent is C(C)(=O)OCC (ethyl acetate), C(O)([O-])=O.[Na+] (sodium hydrogen carbonate), O1CCCC1 (tetrahydrofuran). Conditions: time 1 hour. Yields the product C(#N)C1=C(C=C(C=C1)[N+](=O)[O-])NC(C1=CC=C(C=C1)F)=O (N-(2-cyano-5-nitro-phenyl)-4-fluoro-benzamide). Yield: 31.5%. As a reaction SMILES: [NH2:1][C:2]1[CH:9]=[C:8]([N+:10]([O-:12])=[O:11])[CH:7]=[CH:6][C:3]=1[C:4]#[N:5].N1C=CC=CC=1.[F:19][C:20]1[CH:28]=[CH:27][C:23]([C:24](Cl)=[O:25])=[CH:22][CH:21]=1>O1CCCC1.C(OCC)(=O)C.C(=O)([O-])O.[Na+]>[C:4]([C:3]1[CH:6]=[CH:7][C:8]([N+:10]([O-:12])=[O:11])=[CH:9][C:2]=1[NH:1][C:24](=[O:25])[C:23]1[CH:27]=[CH:28][C:20]([F:19])=[CH:21][CH:22]=1)#[N:5] |f:5.6|. Procedure: To a mixture of 2-amino-4-nitro-benzonitrile (3.3 g, 20.23 mmol) and pyridine (4.88 ml, 60.68 mmol) in anhydrous tetrahydrofuran (30 ml) under an atmosphere of nitrogen was added 4-fluorobenzoyl chloride (2.67 ml, 22.25 mmol). The reaction mixture was stirred at ambient temperature for 1 hour. Then more 4-fluorobenzoyl chloride (2.67 ml, 22.25 mmol) was added to the mixture. The reaction mixture was stirred at 50° C. for 1 hour. The reaction mixture was diluted with ethyl acetate and aqueous sod... Procedure: Compound 4 was prepared following general synthetic scheme 7 wherein (4-chloro-3-(trifluoromethyl)phenyl)methanamine was reacted with 4-hydroxybenzo[d][1,2,3]-triazine-8-carboxamide to give the title compound. LC-MS [382 (M+1)], 1H NMR (400 MHz, DMSO-d): δ 9.38-9.32 (m, 2H), 8.54 (d, 1H), 8.48 (d, 1H), 8.05 (s, 1H), 8.02-7.98 (m, 1H), 7.95 (s, 1H), 7.73-7.68 (m, 2H), 4.96 (d, 2H). Reaction SMILES: [Cl:1][C:2]1[CH:7]=[CH:6][C:5]([CH2:8][NH2:9])=[CH:4][C:3]=1[C:10]([F:13])([F:12])[F:11].O[C:15]1[C:16]2[CH:24]=[CH:23][CH:22]=[C:21]([C:25]([NH2:27])=[O:26])[C:17]=2[N:18]=[N:19][N:20]=1>>[Cl:1][C:2]1[CH:7]=[CH:6][C:5]([CH2:8][NH:9][C:15]2[C:16]3[CH:24]=[CH:23][CH:22]=[C:21]([C:25]([NH2:27])=[O:26])[C:17]=3[N:18]=[N:19][N:20]=2)=[CH:4][C:3]=1[C:10]([F:11])([F:12])[F:13]. The reactants are ClC1=C(C=C(C=C1)CN)C(F)(F)F ((4-chloro-3-(trifluoromethyl)phenyl)methanamine), OC=1C2=C(N=NN1)C(=CC=C2)C(=O)N (4-hydroxybenzo[d][1,2,3]-triazine-8-carboxamide). Product: ClC1=C(C=C(CNC=2C3=C(N=NN2)C(=CC=C3)C(=O)N)C=C1)C(F)(F)F (4-((4-chloro-3-(trifluoromethyl)benzyl)amino)benzo[d][1,2,3]triazine-8-carboxamide). Reactants: N([C@@H](CC(OCC)=O)C(=O)N1[C@H](C(=O)ON2C(=O)CCC2=O)CCC1)C(=O)OC(C)(C)C (Boc-Asp(OEt)-Pro-OSu), N[C@@H](CCCNC(N(C(=O)C)C(=O)C)=N)C(=O)OCCN(CC)CC (H-Arg(diAc)-OCH2CH2N(CH2CH3)2), C(C)(=O)OCC (ethyl acetate). Run in CC(=O)C (acetone), C(=O)(O)[O-].[Na+] (NaHCO3). Reaction conditions: time 5 hour. Yields the product N[C@@H](CC(OCC)=O)C(=O)N1[C@H](C(=O)N[C@@H](CCCNC(N(C(=O)C)C(=O)C)=N)C(=O)O)CCC1 (H-Asp(OEt)-Pro-Arg(diAc)). Isolated yield 121.8%. RXN SMILES: [NH2:1][C@H:2]([C:16]([O:18]CCN(CC)CC)=[O:17])[CH2:3][CH2:4][CH2:5][NH:6][C:7](=[NH:15])[N:8]([C:12]([CH3:14])=[O:13])[C:9]([CH3:11])=[O:10].[NH:26](C(OC(C)(C)C)=O)[C@H:27]([C:34]([N:36]1[CH2:50][CH2:49][CH2:48][C@H:37]1[C:38](ON1C(=O)CCC1=O)=[O:39])=[O:35])[CH2:28][C:29](=[O:33])[O:30][CH2:31][CH3:32].C(OCC)(=O)C>C([O-])(O)=O.[Na+].CC(C)=O>[NH2:26][C@H:27]([C:34]([N:36]1[CH2:50][CH2:49][CH2:48][C@H:37]1[C:38]([NH:1][C@H:2]([C:16]([OH:18])=[O:17])[CH2:3][CH2:4][CH2:5][NH:6][C:7](=[NH:15])[N:8]([C:9]([CH3:11])=[O:10])[C:12]([CH3:14])=[O:13])=[O:39])=[O:35])[CH2:28][C:29](=[O:33])[O:30][CH2:31][CH3:32] |f:3.4|. Reported procedure: 22 g of H-Arg(diAc)-OCH2CH2N(CH2CH3)2 was dissolved in 300 ml of 5% NaHCO3. 24 g of Boc-Asp(OEt)-Pro-OSu in 150 ml of acetone was added into the reaction mixture. The mixture was stirred for 5 h at RT. 500 ml of ethyl acetate was added into the mixture. The ethyl acetate solution was washed with water (3×100 ml). The organic solution was dried over sodium sulfate. The solution was evaporated to dryness. The residue was dissolved in 250 ml of dichloromethylene. 200 ml of trifluoroacetic acid was ...